This data is from the Open Reaction Database (ORD), a public repository of structured organic reaction records. The task is: describe an organic reaction: reactants, conditions, products, and yield The reactants are CCCCCCCCCCCCCCCCCCOCC(COC(=O)NCCCl)OC, c1ccncc1. The product is CCCCCCCCCCCCCCCCCCOCC(COC(=O)NCC[n+]1ccccc1)OC, [Cl-]. RXN SMILES: [Cl:1][CH2:2][CH2:3][NH:4][C:5](=[O:6])[O:7][CH2:8][CH:9]([O:10][CH3:11])[CH2:12][O:13][CH2:14][CH2:15][CH2:16][CH2:17][CH2:18][CH2:19][CH2:20][CH2:21][CH2:22][CH2:23][CH2:24][CH2:25][CH2:26][CH2:27][CH2:28][CH2:29][CH2:30][CH3:31].[cH:32]1[cH:33][cH:34][n:35][cH:36][cH:37]1>>[CH2:2]([CH2:3][NH:4][C:5](=[O:6])[O:7][CH2:8][CH:9]([O:10][CH3:11])[CH2:12][O:13][CH2:14][CH2:15][CH2:16][CH2:17][CH2:18][CH2:19][CH2:20][CH2:21][CH2:22][CH2:23][CH2:24][CH2:25][CH2:26][CH2:27][CH2:28][CH2:29][CH2:30][CH3:31])[n+:35]1[cH:34][cH:33][cH:32][cH:37][cH:36]1.[Cl-:1]. Reactants: 2h, CC1(CCSC2=CC=C(C=C12)C(=O)OC1=CC=C(C(=O)OCC2=CC=CC=C2)C=C1)C (benzyl 4-(4,4-dimethyl-6-thiochromanoyloxy)benzoate), solution, B(Br)(Br)Br (boron tribromide). Run in C(Cl)Cl (methylene chloride), C(Cl)Cl (methylene chloride). Product: CC1(CCSC2=CC=C(C=C12)C(=O)OC1=CC=C(C(=O)O)C=C1)C (4-(4,4-dimethyl-6-thiochromanoyloxy)-benzoic acid). As a reaction SMILES: [CH3:1][C:2]1([CH3:31])[C:11]2[C:6](=[CH:7][CH:8]=[C:9]([C:12]([O:14][C:15]3[CH:30]=[CH:29][C:18]([C:19]([O:21]CC4C=CC=CC=4)=[O:20])=[CH:17][CH:16]=3)=[O:13])[CH:10]=2)[S:5][CH2:4][CH2:3]1.B(Br)(Br)Br>C(Cl)Cl>[CH3:1][C:2]1([CH3:31])[C:11]2[C:6](=[CH:7][CH:8]=[C:9]([C:12]([O:14][C:15]3[CH:30]=[CH:29][C:18]([C:19]([OH:21])=[O:20])=[CH:17][CH:16]=3)=[O:13])[CH:10]=2)[S:5][CH2:4][CH2:3]1. Reported procedure: To a stirred solution of 580 mg (1.34) of benzyl 4-(4,4-dimethyl-6-thiochromanoyloxy)benzoate in 12 ml of methylene chloride at -10° C. under nitrogen was added slowly 1.24 ml of a 1.0 M (1.24 mmol) solution of boron tribromide in methylene chloride. The reaction mixture was stirred at -10° C. for a further 2h and then was quenched by the addition of ice. The organic layer was separated and the aqueous layer extracted with 2×25 ml methylene chloride. The organic extracts were combined and then w... The reactants are C(=O)(O)[O-].[Na+] (NaHCO3), BrC1=CC2=C(NC(CC(C2=O)=CN(C)C)=O)C=C1 (7-bromo-4-dimethylaminomethylene-3,4-dihydro-1H-benzo[b]azepine-2,5-dione), COC=1C=C(C=CC1OC)NC(=N)N (1-(3,4-dimethoxyphenyl)-guanidine). Yields the product BrC1=CC2=C(NC(CC3=C2N=C(N=C3)NC3=CC(=C(C=C3)OC)OC)=O)C=C1 (10-Bromo-2-(3,4-dimethoxy-phenylamino)-5H,7H-benzo[b]pyrimido[4,5-d]azepin-6-one). As a reaction SMILES: C([O-])(O)=O.[Na+].[Br:6][C:7]1[CH:23]=[CH:22][C:10]2[NH:11][C:12](=[O:21])[CH2:13][C:14](=[CH:17]N(C)C)[C:15](=O)[C:9]=2[CH:8]=1.[CH3:24][O:25][C:26]1[CH:27]=[C:28]([NH:34][C:35]([NH2:37])=[NH:36])[CH:29]=[CH:30][C:31]=1[O:32][CH3:33]>>[Br:6][C:7]1[CH:23]=[CH:22][C:10]2[NH:11][C:12](=[O:21])[CH2:13][C:14]3[CH:17]=[N:37][C:35]([NH:34][C:28]4[CH:29]=[CH:30][C:31]([O:32][CH3:33])=[C:26]([O:25][CH3:24])[CH:27]=4)=[N:36][C:15]=3[C:9]=2[CH:8]=1 |f:0.1|. Procedure: In a manner similar to method I (NaHCO3 used instead of K2CO3), 7-bromo-4-dimethylaminomethylene-3,4-dihydro-1H-benzo[b]azepine-2,5-dione (v-k) and 1-(3,4-dimethoxyphenyl)-guanidine were converted to I-18 (74%): HRMS Calcd. for C20H17BrN4O3: 441.0562, Found 441.0548.